From a dataset of the Open Reaction Database (ORD), a public repository of structured organic reaction records. describe an organic reaction: reactants, conditions, products, and yield Starting materials: COc1cc(NC(=O)CNC(=O)OC(C)(C)C)ccc1-c1ccc2c(c1COc1cc(F)ccc1C)N(C)C(=O)C(C)(C)N2, C1COCCO1, CCCCCC, Cl. Product: Cl, COc1cc(NC(=O)CN)ccc1-c1ccc2c(c1COc1cc(F)ccc1C)N(C)C(=O)C(C)(C)N2. RXN SMILES: [C:1]([O:2][C:3](=[O:4])[NH:8][CH2:9][C:10](=[O:11])[NH:12][c:13]1[cH:14][c:15]([O:43][CH3:44])[c:16](-[c:19]2[cH:20][cH:21][c:22]3[c:27]([c:28]2[CH2:29][O:30][c:31]2[c:32]([CH3:38])[cH:33][cH:34][c:35]([F:37])[cH:36]2)[N:26]([CH3:39])[C:25](=[O:40])[C:24]([CH3:41])([CH3:42])[NH:23]3)[cH:17][cH:18]1)([CH3:5])([CH3:6])[CH3:7].[CH2:46]1[O:47][CH2:48][CH2:49][O:50][CH2:51]1.[CH3:52][CH2:53][CH2:54][CH2:55][CH2:56][CH3:57].[ClH:45]>>[ClH:45].[NH2:8][CH2:9][C:10](=[O:11])[NH:12][c:13]1[cH:14][c:15]([O:43][CH3:44])[c:16](-[c:19]2[cH:20][cH:21][c:22]3[c:27]([c:28]2[CH2:29][O:30][c:31]2[c:32]([CH3:38])[cH:33][cH:34][c:35]([F:37])[cH:36]2)[N:26]([CH3:39])[C:25](=[O:40])[C:24]([CH3:41])([CH3:42])[NH:23]3)[cH:17][cH:18]1. Reactants: C(C)(=O)C1=CC(=C(S1)C1=CC=C(C=C1)F)C1=CC=C(C=C1)S(=O)(=O)C (5-acetyl-2-(4-fluorophenyl)-3-[4-(methylsulfonyl)phenyl]thiophene), C1(=CC=CC=C1)P(C1=CC=CC=C1)(C1=CC=CC=C1)=CC#N ((triphenylphosphoranylidene)acetonitrile), C1(=CC=CC=C1)C (toluene). Yields the product FC1=CC=C(C=C1)C1=C(C=C(S1)C(=CC#N)C)C1=CC=C(C=C1)S(=O)(=O)C (3-{5-(4-fluorophenyl)-4-[4-(methylsulfonyl)phenyl]-2-thienyl}-2-butenenitrile). Reaction SMILES: [C:1]([C:4]1[S:8][C:7]([C:9]2[CH:14]=[CH:13][C:12]([F:15])=[CH:11][CH:10]=2)=[C:6]([C:16]2[CH:21]=[CH:20][C:19]([S:22]([CH3:25])(=[O:24])=[O:23])=[CH:18][CH:17]=2)[CH:5]=1)(=O)[CH3:2].C1(P(=C[C:46]#[N:47])(C2C=CC=CC=2)C2C=CC=CC=2)C=CC=CC=1.[C:48]1(C)C=CC=CC=1>>[F:15][C:12]1[CH:13]=[CH:14][C:9]([C:7]2[S:8][C:4]([C:1]([CH3:48])=[CH:2][C:46]#[N:47])=[CH:5][C:6]=2[C:16]2[CH:21]=[CH:20][C:19]([S:22]([CH3:25])(=[O:24])=[O:23])=[CH:18][CH:17]=2)=[CH:10][CH:11]=1. Procedure: A mixture of 5-acetyl-2-(4-fluorophenyl)-3-[4-(methylsulfonyl)phenyl]thiophene (1.8 g) and (triphenylphosphoranylidene)acetonitrile (3.2 g) in toluene (40 ml) was refluxed for 28 hours. The mixture was cooled and filtered. The filtrate was concentrated and the residue (4.2 g) was purified by column chromatography on silica gel eluting with a mixture of toluene and ethyl acetate (10:1). The obtained crystals (1.8 g) were recrystallized from ethanol to give colorless crystals of 3-{5-(4-fluorophen... The product is OC1=C(C=C(C(=C1)OC)C=1C=C2C=NN(C2=CC1)C)CCC(=O)O (3-(2-hydroxy-4-methoxy-5-(1-methyl-1H-indazol-5-yl)phenyl)propanoic acid). RXN SMILES: Br[C:2]1[CH:3]=[C:4]2[C:9](=[CH:10][C:11]=1[O:12][CH3:13])[O:8][C:7](=[O:14])[CH2:6][CH2:5]2.[CH3:15][N:16]1[C:24]2[C:19](=[CH:20][C:21](B(O)O)=[CH:22][CH:23]=2)[CH:18]=[N:17]1.C(=O)([O-])[O-:29].[K+].[K+].[OH-].[Na+].Cl>C(COC)OC.C1C=CC([P]([Pd]([P](C2C=CC=CC=2)(C2C=CC=CC=2)C2C=CC=CC=2)([P](C2C=CC=CC=2)(C2C=CC=CC=2)C2C=CC=CC=2)[P](C2C=CC=CC=2)(C2C=CC=CC=2)C2C=CC=CC=2)(C2C=CC=CC=2)C2C=CC=CC=2)=CC=1.O>[OH:8][C:9]1[CH:10]=[C:11]([O:12][CH3:13])[C:2]([C:21]2[CH:20]=[C:19]3[C:24](=[CH:23][CH:22]=2)[N:16]([CH3:15])[N:17]=[CH:18]3)=[CH:3][C:4]=1[CH2:5][CH2:6][C:7]([OH:14])=[O:29] |f:2.3.4,5.6,^1:46,48,67,86|. Reactants: [OH-].[Na+] (sodium hydroxide), Cl (hydrochloric acid), BrC=1C=C2CCC(OC2=CC1OC)=O (6-bromo-7-methoxychroman-2-one), CN1N=CC2=CC(=CC=C12)B(O)O (1-methyl-1H-indazol-5-ylboronic acid), C([O-])([O-])=O.[K+].[K+] (potassium carbonate). Reported procedure: A solution of Intermediate 3 (4.2 g) in dimethoxyethane (50 ml) was added with 1-methyl-1H-indazol-5-ylboronic acid (rgt1, 4.3 g), potassium carbonate (4.5 g), water (50 ml), and tetrakistriphenylphosphinepalladium(0) [henceforth abbreviated as Pd(PPh3)4] (2.7 g, Nacarai), and stirred at 90° C. for 14 hours. This reaction mixture was added with 2 N aqueous sodium hydroxide (5 ml), and further stirred at 80° C. for 0.5 hour. The reaction mixture was added with 1 N aqueous hydrochloric acid (10 ml... Reagents/catalysts: C=1C=CC(=CC1)[P](C=2C=CC=CC2)(C=3C=CC=CC3)[Pd]([P](C=4C=CC=CC4)(C=5C=CC=CC5)C=6C=CC=CC6)([P](C=7C=CC=CC7)(C=8C=CC=CC8)C=9C=CC=CC9)[P](C=1C=CC=CC1)(C=1C=CC=CC1)C=1C=CC=CC1 (Pd(PPh3)4), C=1C=CC(=CC1)[P](C=2C=CC=CC2)(C=3C=CC=CC3)[Pd]([P](C=4C=CC=CC4)(C=5C=CC=CC5)C=6C=CC=CC6)([P](C=7C=CC=CC7)(C=8C=CC=CC8)C=9C=CC=CC9)[P](C=1C=CC=CC1)(C=1C=CC=CC1)C=1C=CC=CC1 (tetrakistriphenylphosphinepalladium(0)). Run in C(OC)COC (dimethoxyethane), O (water). Conditions: temperature 90 celsius, time 14 hour. Isolated yield 61.9%.